Dataset: the Open Reaction Database (ORD), a public repository of structured organic reaction records. Task: describe an organic reaction: reactants, conditions, products, and yield Reaction SMILES: [CH2:33]([CH3:34])[O:35][C:36]([CH2:37][CH2:38][CH2:39][CH2:40][C:41](=[O:42])[OH:43])=[O:44].[CH3:46][N:47]([CH3:48])[CH2:49][CH2:50][CH2:51][N:52]=[C:53]=[N:54][CH2:55][CH3:56].[CH3:57][N:58]([CH3:59])[c:60]1[cH:61][cH:62][n:63][cH:64][cH:65]1.[CH3:71][CH2:72][O:73][C:74](=[O:75])[CH3:76].[ClH:45].[F:1][c:2]1[cH:3][c:4]([N:21]2[C:22](=[O:32])[O:23][CH:24]([CH2:26][n:27]3[n:28][n:29][cH:30][cH:31]3)[CH2:25]2)[cH:5][cH:6][c:7]1-[c:8]1[cH:9][n:10][c:11]([C:14]2=[N:15][O:16][CH:17]([CH2:19][OH:20])[CH2:18]2)[cH:12][cH:13]1.[O:66]=[CH:67][N:68]([CH3:69])[CH3:70]>>[F:1][c:2]1[cH:3][c:4]([N:21]2[C:22](=[O:32])[O:23][CH:24]([CH2:26][n:27]3[n:28][n:29][cH:30][cH:31]3)[CH2:25]2)[cH:5][cH:6][c:7]1-[c:8]1[cH:9][n:10][c:11]([C:14]2=[N:15][O:16][CH:17]([CH2:19][O:20][C:41]([CH2:40][CH2:39][CH2:38][CH2:37][C:36]([O:35][CH2:33][CH3:34])=[O:44])=[O:42])[CH2:18]2)[cH:12][cH:13]1. The reactants are CCOC(=O)CCCCC(=O)O, CCN=C=NCCCN(C)C, CN(C)c1ccncc1, CCOC(C)=O, Cl, O=C1OC(Cn2ccnn2)CN1c1ccc(-c2ccc(C3=NOC(CO)C3)nc2)c(F)c1, CN(C)C=O. Yields the product CCOC(=O)CCCCC(=O)OCC1CC(c2ccc(-c3ccc(N4CC(Cn5ccnn5)OC4=O)cc3F)cn2)=NO1. Reactants: ClCC(=O)NC1=CC=C(C=C1)C(=O)N1C2CC(CC(C1)(C2)C)(C)C (2-chloro-N-[4-(1,3,3-trimethyl-6-aza-bicyclo[3.2.1]octane-6-carbonyl)-phenyl]-acetamide), N1CCCCC1 (piperidine), CCN(C(C)C)C(C)C (DIPEA). The solvent is CC(=O)C (acetone), CC#N (MeCN). Conditions: temperature 100 celsius, time 10 minute. Product: N1(CCCCC1)CC(=O)NC1=CC=C(C=C1)C(=O)N1C2CC(CC(C1)(C2)C)(C)C (2-Piperidin-1-yl-N-[4-(1,3,3-trimethyl-6-aza-bicyclo[3.2.1]octane-6-carbonyl)-phenyl]-acetamide). Isolated yield 95.8%. As a reaction SMILES: Cl[CH2:2][C:3]([NH:5][C:6]1[CH:11]=[CH:10][C:9]([C:12]([N:14]2[CH2:20][C:19]3([CH3:22])[CH2:21][CH:15]2[CH2:16][C:17]([CH3:24])([CH3:23])[CH2:18]3)=[O:13])=[CH:8][CH:7]=1)=[O:4].[NH:25]1[CH2:30][CH2:29][CH2:28][CH2:27][CH2:26]1.CCN(C(C)C)C(C)C>CC(C)=O.CC#N>[N:25]1([CH2:2][C:3]([NH:5][C:6]2[CH:11]=[CH:10][C:9]([C:12]([N:14]3[CH2:20][C:19]4([CH3:22])[CH2:21][CH:15]3[CH2:16][C:17]([CH3:24])([CH3:23])[CH2:18]4)=[O:13])=[CH:8][CH:7]=2)=[O:4])[CH2:30][CH2:29][CH2:28][CH2:27][CH2:26]1. Procedure details: A solution of 2-chloro-N-[4-(1,3,3-trimethyl-6-aza-bicyclo[3.2.1]octane-6-carbonyl)-phenyl]-acetamide (40 mg, 0.115 mmol) in acetone (250 μl) was added to a mixture of piperidine (17.1 μl, 0.173 mmol) and DIPEA (40 μl, 0.229 mmol) in MeCN (250 μl). The resulting reaction mixture was heated and stirred in a microwave oven for 10 min. at 100° C. After cooling to room temperature the volatiles were removed in vacuo and the residue purified on a prep. Gilson HPLC. Pure fractions were collected, evap... The reactants are C1(CCCCC1)(O)O (Cyclohexanediol), C1(=CC=CC=C1)O (phenol), COC1C(CCCC1)O (2-methoxycyclohexanol), C1(CCCCC1)O (cyclohexanol), C1(=CC=CC=C1)O (phenol), methoxycyclohexanols, C1(CCCCC1)(O)O (cyclohexanediol), C=1(C(O)=CC=CC1)OC (guaiacol), C1(CCCCC1)O (cyclohexanol), methoxycyclohexanols, product, C1(CCCCC1)O (cyclohexanol), C=1(C(O)=CC=CC1)OC (guaiacol). Solvent: CO (methanol). The product is COC1(CCCCC1)O (Methoxycyclohexanol). As a reaction SMILES: [C:1]1([OH:8])([OH:7])[CH2:6][CH2:5][CH2:4][CH2:3][CH2:2]1.[CH:9]1(O)CCCCC1.COC1CCCCC1O.C1(O)C=CC=CC=1.C1(OC)C(=CC=CC=1)O>CO>[CH3:9][O:7][C:1]1([OH:8])[CH2:6][CH2:5][CH2:4][CH2:3][CH2:2]1. Reported procedure: Ruthenium Catalyzed Hydrogenations. For guaiacol hydrogenation in the presence of ruthenium catalyst the products were similar to those identified earlier in our laboratory. At 150° C., 30% of the guaiacol had already been converted by the time the reactor reached temperature, time zero in FIG. 1. The primary product was that resulting from saturation of the phenolic ring, 2-methoxycyclohexanol (60% yield @ 4 h). Cyclohexanediol was the secondary product (11%), although cyclohexanol was also sig... Reactants: C(C)OC(=O)C1(CC1)C1=CC=C(C=C1)C1=CC=C(C=C1)C1=C(C(=NO1)C)C(C)C(=O)O (1-{4′-[4-(1-carboxy-ethyl)-3-methyl-isoxazol-5-yl]-biphenyl-4-yl}-cyclopropanecarboxylic acid ethyl ester), C1(=CC=CC=C1)C(C)N (1-phenyl-ethylamine). Product: C(C)OC(=O)C1(CC1)C1=CC=C(C=C1)C1=CC=C(C=C1)C1=C(C(=NO1)C)C(C)C(NC(C)C1=CC=CC=C1)=O (1-(4′-{3-Methyl-4-[1-(1-phenyl-ethylcarbamoyl)-ethyl]-isoxazol-5-yl}-biphenyl-4-yl)-cyclopropanecarboxylic acid ethyl ester). RXN SMILES: [CH2:1]([O:3][C:4]([C:6]1([C:9]2[CH:14]=[CH:13][C:12]([C:15]3[CH:20]=[CH:19][C:18]([C:21]4[O:25][N:24]=[C:23]([CH3:26])[C:22]=4[CH:27]([C:29](O)=[O:30])[CH3:28])=[CH:17][CH:16]=3)=[CH:11][CH:10]=2)[CH2:8][CH2:7]1)=[O:5])[CH3:2].[C:32]1([CH:38]([NH2:40])[CH3:39])[CH:37]=[CH:36][CH:35]=[CH:34][CH:33]=1>>[CH2:1]([O:3][C:4]([C:6]1([C:9]2[CH:10]=[CH:11][C:12]([C:15]3[CH:20]=[CH:19][C:18]([C:21]4[O:25][N:24]=[C:23]([CH3:26])[C:22]=4[CH:27]([C:29](=[O:30])[NH:40][CH:38]([C:32]4[CH:37]=[CH:36][CH:35]=[CH:34][CH:33]=4)[CH3:39])[CH3:28])=[CH:17][CH:16]=3)=[CH:13][CH:14]=2)[CH2:8][CH2:7]1)=[O:5])[CH3:2]. Reported procedure: Prepared according to the procedure described in Example 33, Step 4, using 1-{4′-[4-(1-carboxy-ethyl)-3-methyl-isoxazol-5-yl]-biphenyl-4-yl}-cyclopropanecarboxylic acid ethyl ester and 1-phenyl-ethylamine. Conditions: time 24 hour. The solvent is C(C)(=O)O (acetic acid). Reactants: ClC=1SC(=C2C1CCN(CC2C2=CC=CC=C2)C)Cl (1,3-dichloro-6-methyl-4-phenyl-5,6,7,8-tetrahydro-4H-thieno[3,4-d]azepine). Reaction SMILES: [Cl:1][C:2]1[S:3][C:4](Cl)=[C:5]2[CH:11]([C:12]3[CH:17]=[CH:16][CH:15]=[CH:14][CH:13]=3)[CH2:10][N:9]([CH3:18])[CH2:8][CH2:7][C:6]=12>[Pd].C(O)(=O)C>[Cl:1][C:2]1[S:3][CH:4]=[C:5]2[CH:11]([C:12]3[CH:13]=[CH:14][CH:15]=[CH:16][CH:17]=3)[CH2:10][N:9]([CH3:18])[CH2:8][CH2:7][C:6]=12. Product: ClC=1SC=C2C1CCN(CC2C2=CC=CC=C2)C (1-Chloro-6-methyl-4-phenyl-5,6,7,8-tetrahydro-4H-thieno[3,4-d]azepine). Procedure: A mixture of 1,3-dichloro-6-methyl-4-phenyl-5,6,7,8-tetrahydro-4H-thieno[3,4-d]azepine (73 mg) and 10% palladium on carbon (20 mg) in acetic acid (2 ml) was hydrogenated for 24 hours at 60 p.s.i. The mixture was filtered and the filtrate evaporated to a yellow oil. Chromatography on silica (1% methanol-ammonia in dichloromethane) gave the title product as an oil. The reagents and catalysts are [Pd] (palladium on carbon).